This data is from the Open Reaction Database (ORD), a public repository of structured organic reaction records. The task is: describe an organic reaction: reactants, conditions, products, and yield The reactants are CCOC(=O)C(=O)c1cn(Cc2ccccc2)c2ccc(-c3ccc(OC(F)(F)F)cc3)cc12, C1CCOC1, [K+], [OH-], O. Yields the product O=C(O)C(=O)c1cn(Cc2ccccc2)c2ccc(-c3ccc(OC(F)(F)F)cc3)cc12. RXN SMILES: [CH2:1]([c:2]1[cH:3][cH:4][cH:5][cH:6][cH:7]1)[n:8]1[cH:9][c:10]([C:28]([C:29](=[O:30])[O:31][CH2:32][CH3:33])=[O:34])[c:11]2[cH:12][c:13](-[c:17]3[cH:18][cH:19][c:20]([O:23][C:24]([F:25])([F:26])[F:27])[cH:21][cH:22]3)[cH:14][cH:15][c:16]12.[CH2:37]1[O:38][CH2:39][CH2:40][CH2:41]1.[K+:36].[OH-:35].[OH2:42]>>[CH2:1]([c:2]1[cH:3][cH:4][cH:5][cH:6][cH:7]1)[n:8]1[cH:9][c:10]([C:28]([C:29](=[O:30])[OH:31])=[O:34])[c:11]2[cH:12][c:13](-[c:17]3[cH:18][cH:19][c:20]([O:23][C:24]([F:25])([F:26])[F:27])[cH:21][cH:22]3)[cH:14][cH:15][c:16]12. The reactants are CC(=O)Nc1nc(C)c(-c2cnc(N)c(Cl)c2)s1, O=S(=O)(Cl)c1ccccc1, c1ccncc1. Product: CC(=O)Nc1nc(C)c(-c2cnc(NS(=O)(=O)c3ccccc3)c(Cl)c2)s1. RXN SMILES: [NH2:11][c:12]1[c:13]([Cl:28])[cH:14][c:15](-[c:18]2[c:19]([CH3:27])[n:20][c:21]([NH:23][C:24]([CH3:25])=[O:26])[s:22]2)[cH:16][n:17]1.[c:1]1([S:7](=[O:8])(=[O:9])[Cl:10])[cH:2][cH:3][cH:4][cH:5][cH:6]1.[cH:29]1[cH:30][cH:31][n:32][cH:33][cH:34]1>>[c:1]1([S:7](=[O:8])(=[O:9])[NH:11][c:12]2[c:13]([Cl:28])[cH:14][c:15](-[c:18]3[c:19]([CH3:27])[n:20][c:21]([NH:23][C:24]([CH3:25])=[O:26])[s:22]3)[cH:16][n:17]2)[cH:2][cH:3][cH:4][cH:5][cH:6]1. The reactants are [BH4-].[Na+] (sodium borohydride), N1=CN=CC(=C1)C(=O)C(C)C (isopropyl 5-pyrimidinyl ketone). The solvent is O (water), CO (methanol). Conditions: time 1 hour. Product: OC(C(C)C)C=1C=NC=NC1 (5-(1-hydroxy-2-methyl-propyl)-pyrimidine). Yield: 99.2%. RXN SMILES: [BH4-].[Na+].[N:3]1[CH:8]=[C:7]([C:9]([CH:11]([CH3:13])[CH3:12])=[O:10])[CH:6]=[N:5][CH:4]=1>O.CO>[OH:10][CH:9]([C:7]1[CH:6]=[N:5][CH:4]=[N:3][CH:8]=1)[CH:11]([CH3:13])[CH3:12] |f:0.1|. Reported procedure: 1.27 g (0.034 mole) of sodium borohydride in 10 ml of water are added to 15 g (0.1 mole) of isopropyl 5-pyrimidinyl ketone in 100 ml of methanol at room temperature. The reaction mixture is subsequently stirred at room temperature for 1 hour and is concentrated in vacuo, the residue is taken up in methylene chloride and the mixture is concentrated again in vacuo. 15.1 g (99.3% of theory) of 5-(1-hydroxy-2-methyl-propyl)-pyrimidine of refractive index nD20 =1.5082 are obtained. Reactants: C1(=CC=CC=C1)O (phenol), ClC(C(=O)N=C=O)(Cl)Cl (trichloroacetyl isocyanate). The solvent is O (water), CC(=O)C (acetone). Run at time 30 minute. The product is ClC(C(=O)NC(OC1=CC=CC=C1)=O)(Cl)Cl (O-phenyl N-trichloroacetylcarbamate). As a reaction SMILES: [C:1]1([OH:7])[CH:6]=[CH:5][CH:4]=[CH:3][CH:2]=1.[Cl:8][C:9]([Cl:16])([Cl:15])[C:10]([N:12]=[C:13]=[O:14])=[O:11]>O.CC(C)=O>[Cl:8][C:9]([Cl:16])([Cl:15])[C:10]([NH:12][C:13](=[O:14])[O:7][C:1]1[CH:6]=[CH:5][CH:4]=[CH:3][CH:2]=1)=[O:11]. Reported procedure: 4.7 g (0.05 mol) of phenol are dissolved in a mixture of 10 g of water and 10 g of acetone. 9.4 g (0.05 mol) of trichloroacetyl isocyanate are subsequently added dropwise over the course of 30 minutes. The mixture is stirred at room temperature for 30 minutes and under reflux for 2.5 hours. The solvent mixture is evaporated in a rotary evaporator, and the solid obtained is recrystallized from DMSO.